Dataset: the Open Reaction Database (ORD), a public repository of structured organic reaction records. Task: describe an organic reaction: reactants, conditions, products, and yield Starting materials: FC1=CC=C(C=C1)[C@]1(CCN(C(O1)=O)[C@@H](C)C1=CC=C(C=C1)C=1C=NC=CC1)CCC(=O)N (3-((R)-6-(4-fluorophenyl)-2-oxo-3-((S)-1-(4-(pyridin-3-yl)phenyl)ethyl)-1,3-oxazinan-6-yl) propanamide), C1=CC(=CC(=C1)Cl)C(=O)OO (m-CPBA). Run in C(Cl)Cl (CH2Cl2). Run at time 3 hour. The product is FC1=CC=C(C=C1)[C@]1(CCN(C(O1)=O)[C@@H](C)C1=CC=C(C=C1)C=1C=NC=CC1)CCC(=O)O (3-((R)-6-(4-fluorophenyl)-2-oxo-3-((S)-1-(4-(pyridin-3-yl)phenyl)ethyl)-1,3-oxazinan-6-yl)propanoic acid). Isolated yield 13.9%. RXN SMILES: [F:1][C:2]1[CH:7]=[CH:6][C:5]([C@:8]2([CH2:29][CH2:30][C:31](N)=[O:32])[O:13][C:12](=[O:14])[N:11]([C@H:15]([C:17]3[CH:22]=[CH:21][C:20]([C:23]4[CH:24]=[N:25][CH:26]=[CH:27][CH:28]=4)=[CH:19][CH:18]=3)[CH3:16])[CH2:10][CH2:9]2)=[CH:4][CH:3]=1.C1C=C(Cl)C=C(C(OO)=[O:42])C=1>C(Cl)Cl>[F:1][C:2]1[CH:7]=[CH:6][C:5]([C@:8]2([CH2:29][CH2:30][C:31]([OH:32])=[O:42])[O:13][C:12](=[O:14])[N:11]([C@H:15]([C:17]3[CH:22]=[CH:21][C:20]([C:23]4[CH:24]=[N:25][CH:26]=[CH:27][CH:28]=4)=[CH:19][CH:18]=3)[CH3:16])[CH2:10][CH2:9]2)=[CH:4][CH:3]=1. Reported procedure: To a solution of 3-((R)-6-(4-fluorophenyl)-2-oxo-3-((S)-1-(4-(pyridin-3-yl)phenyl)ethyl)-1,3-oxazinan-6-yl) propanamide (70 mg, 0.16 mmol) in CH2Cl2 (10 mL), was added m-CPBA (135 mg, 0.79 mmol), and the reaction mixture was stirred at rt for 3 h. After the solvent was removed under reduced pressure, the residue was purified by preparative TLC to afford 3-((R)-6-(4-fluorophenyl)-2-oxo-3-((S)-1-(4-(pyridin-3-yl)phenyl)ethyl)-1,3-oxazinan-6-yl)propanoic acid (10 mg, 15%). LC-MS Method 2 tR=0.987 m... The reactants are C(C=C)NC(=S)N (N-allylthiourea), ClCC(=O)N(C)C (2-chloro-N,N-dimethylacetamide). The product is [Cl-].C(C=C)[NH+]=C(SCC(N(C)C)=O)N (N-allyl-S-(N,N-dimethylcarbamoylmethyl)thiouronium chloride). Yield: 79.0%. Reaction SMILES: [CH2:1]([NH:4][C:5]([NH2:7])=[S:6])[CH:2]=[CH2:3].[Cl:8][CH2:9][C:10]([N:12]([CH3:14])[CH3:13])=[O:11]>>[Cl-:8].[CH2:1]([NH+:4]=[C:5]([NH2:7])[S:6][CH2:9][C:10](=[O:11])[N:12]([CH3:14])[CH3:13])[CH:2]=[CH2:3] |f:2.3|. Reported procedure: Example 1 was repeated with N-allylthiourea and 2-chloro-N,N-dimethylacetamide, affording the title compound in a yield of 79%. Reactants: C(C)OC(CN)=O (glycine ethyl ester), CCO (EtOH), COC=1C=C(C=O)C=CC1OC (3,4-Dimethoxybenzaldehyde), [BH4-].[Na+] (NaBH4). Reagents/catalysts: C(C)(C)O[Ti](OC(C)C)(OC(C)C)OC(C)C (tetraisopropoxytitanium). Run in C1CCOC1 (THF), C1CCOC1 (THF), C1CCOC1 (THF), O (water). Run at time 8 hour. Yields the product COC=1C=C(CNCC(=O)OCC)C=CC1OC (ethyl 2-(3,4-dimethoxybenzylamino)acetate). The yield is 6.1%. As a reaction SMILES: [CH3:1][O:2][C:3]1[CH:4]=[C:5]([CH:8]=[CH:9][C:10]=1[O:11][CH3:12])[CH:6]=O.[CH2:13]([O:15][C:16](=[O:19])[CH2:17][NH2:18])[CH3:14].[BH4-].[Na+].CCO>C1COCC1.C(O[Ti](OC(C)C)(OC(C)C)OC(C)C)(C)C.O>[CH3:1][O:2][C:3]1[CH:4]=[C:5]([CH:8]=[CH:9][C:10]=1[O:11][CH3:12])[CH2:6][NH:18][CH2:17][C:16]([O:15][CH2:13][CH3:14])=[O:19] |f:2.3|. Procedure: 3,4-Dimethoxybenzaldehyde (2.358 g, 14.19 mmol) was dissolved in dry THF (14.19 ml) under nitrogen atmosphere, and a solution of glycine ethyl ester (1.33 g, 12.90 mmol) in dry THF (6.47 ml) was added followed by a solution of tetraisopropoxytitanium (5.73 ml, 19.35 mmol) in dry THF (5.83 ml). The resulting mixture was stirred at RT overnight. NaBH4 (1.366 g, 36.1 mmol) was suspended in abs. EtOH (46.3 ml) and added drop wise to the reaction mixture, stirring for 3 hours. The reaction mixture wa... Starting materials: CCCCCC (hexane), C1CC(=O)N(C1=O)Br (NBS), FC1=CC=CC(=N1)C (6-fluoro-2-methylpyridine), CC(C)(C#N)N=NC(C)(C)C#N (AIBN). Solvent: CCOC(=O)C (EtOAc). Run at temperature 65 celsius. Product: BrCC1=NC(=CC=C1)F (2-Bromomethyl-6-fluoro-pyridine). Reaction SMILES: C1C(=O)N([Br:8])C(=O)C1.[F:9][C:10]1[N:15]=[C:14]([CH3:16])[CH:13]=[CH:12][CH:11]=1.CC(N=NC(C#N)(C)C)(C#N)C.CCCCCC>CCOC(C)=O>[Br:8][CH2:16][C:14]1[CH:13]=[CH:12][CH:11]=[C:10]([F:9])[N:15]=1. Procedure: Add NBS (35.6 g, 0.20 mole) to a solution of 6-fluoro-2-methylpyridine (20 mL, 0.19 mole) in EtOAc (400 mL) at room temperature. When the temperature reaches 45° C., add AIBN (400 mg, 2.4 mmol). Heat the mixture at 65° C. for 6 h, then cool to room temperature and add hexane (1 L). Remove the white precipitate by filtration and wash the solid with hexane/EtOAc (1:1). Wash the filtrate with small amounts of aqueous Na2S2O3, NaHCO3, and brine. Dry the organics (Na2SO4), filter, then remove most of...